Dataset: the Open Reaction Database (ORD), a public repository of structured organic reaction records. Task: describe an organic reaction: reactants, conditions, products, and yield The reactants are C[C@@H]\1C/C(=C/C[C@@H]2C[C@@H](C[C@@]3(O2)C/C(=N\OC)/[C@@H]([C@H](O3)/C(=C/C(C)C)/C)C)OC(=O)[C@@H]4C=C([C@H]([C@@H]5[C@]4(/C(=C/C=C1)/CO5)O)O)C)/C (moxidectin). Run in C(C)(C)O (isopropanol). The product is C[C@@H]\1C/C(=C/C[C@@H]2C[C@@H](C[C@@]3(O2)C/C(=N\OC)/[C@@H]([C@H](O3)/C(=C/C(C)C)/C)C)OC(=O)[C@@H]4C=C([C@H]([C@@H]5[C@]4(/C(=C/C=C1)/CO5)O)O)C)/C.CC(C)O (Moxidectin IPA). Reaction SMILES: [CH3:1][C@@H:2]1[CH2:3][C:4]([CH3:46])=[CH:5][CH2:6][C@H:7]2[O:12][C@:11]3([O:20][C@H:19](/[C:21](/[CH3:26])=[CH:22]/[CH:23]([CH3:25])[CH3:24])[C@@H:18]([CH3:27])/[C:14](=[N:15]/[O:16][CH3:17])/[CH2:13]3)[CH2:10][C@@H:9]([O:28][C:29]([C@H:31]3[C@:36]4([OH:43])[C:37]([CH2:41][O:42][C@@H:35]4[C@H:34]([OH:44])[C:33]([CH3:45])=[CH:32]3)=[CH:38][CH:39]=[CH:40]1)=[O:30])[CH2:8]2>C(O)(C)C>[CH3:1][C@@H:2]1[CH2:3][C:4]([CH3:46])=[CH:5][CH2:6][C@H:7]2[O:12][C@:11]3([O:20][C@H:19](/[C:21](/[CH3:26])=[CH:22]/[CH:23]([CH3:24])[CH3:25])[C@@H:18]([CH3:27])/[C:14](=[N:15]/[O:16][CH3:17])/[CH2:13]3)[CH2:10][C@@H:9]([O:28][C:29]([C@H:31]3[C@:36]4([OH:43])[C:37]([CH2:41][O:42][C@@H:35]4[C@H:34]([OH:44])[C:33]([CH3:45])=[CH:32]3)=[CH:38][CH:39]=[CH:40]1)=[O:30])[CH2:8]2.[CH3:10][CH:11]([OH:12])[CH3:13] |f:2.3|. Reported procedure: To 1 ml isopropanol solution, amorphous moxidectin (lot#S090601) was added gradually to saturation at 50-60° C. The resulting solution was cooled and held at room temperature resulting in rapid formation of large prismatic crystals. The crystal image was taken and depicted in FIG. 24. Moxidectin IPA crystals were isolated and air-dried for 2 h. Powder X-ray diffraction shows that these crystals are highly crystalline (FIG. 25). When moxidectin (lot#070201, which does not contain BHT) was used fo... The reactants are ice water, BrC1=CN(C=2N=CN=C(C21)N[C@@H](C)C2=NN1C(C(N2C2=CC=CC=C2)=O)=C(C=C1)C)COCC[Si](C)(C)C ((S)-2-(1-((5-Bromo-7-((2-(trimethylsilyl)ethoxy)methyl)-7H-pyrrolo[2,3-d]pyrimidin-4-yl)amino)ethyl)-5-methyl-3-phenylpyrrolo[2,1-f][1,2,4]triazin-4(3H)-one), CN(C=1C=C(C=C(C1)B1OC(C(O1)(C)C)(C)C)NS(=O)(=O)C)C (N-(3-(dimethylamino)-5-(4,4,5,5-tetramethyl-1,3,2-dioxaborolan-2-yl)phenyl)methanesulfonamide), C([O-])([O-])=O.[Na+].[Na+] (sodium carbonate), C([O-])([O-])=O.[K+].[K+] (potassium carbonate). Solvent: COCCOC (DME), O (water). Conditions: temperature 70 celsius, time 1.5 hour. Yields the product CN(C=1C=C(C=C(C1)C1=CN(C=2N=CN=C(C21)N[C@@H](C)C2=NN1C(C(N2C2=CC=CC=C2)=O)=C(C=C1)C)COCC[Si](C)(C)C)NS(=O)(=O)C)C ((S)—N-(3-(Dimethylamino)-5-(4-((1-(5-methyl-4-oxo-3-phenyl-3,4-dihydropyrrolo[2,1-f][1,2,4]triazin-2-yl)ethyl)amino)-7-((2-(trimethylsilyl)ethoxy)methyl)-7H-pyrrolo[2,3-d]pyrimidin-5-yl)phenyl)methanesulfonamide). Yield: 72.3%. Reaction SMILES: Br[C:2]1[C:10]2[C:9]([NH:11][C@H:12]([C:14]3[N:19]([C:20]4[CH:25]=[CH:24][CH:23]=[CH:22][CH:21]=4)[C:18](=[O:26])[C:17]4=[C:27]([CH3:30])[CH:28]=[CH:29][N:16]4[N:15]=3)[CH3:13])=[N:8][CH:7]=[N:6][C:5]=2[N:4]([CH2:31][O:32][CH2:33][CH2:34][Si:35]([CH3:38])([CH3:37])[CH3:36])[CH:3]=1.[CH3:39][N:40]([CH3:61])[C:41]1[CH:42]=[C:43]([NH:56][S:57]([CH3:60])(=[O:59])=[O:58])[CH:44]=[C:45](B2OC(C)(C)C(C)(C)O2)[CH:46]=1.C(=O)([O-])[O-].[Na+].[Na+].C(=O)([O-])[O-].[K+].[K+]>COCCOC.O>[CH3:39][N:40]([CH3:61])[C:41]1[CH:42]=[C:43]([NH:56][S:57]([CH3:60])(=[O:59])=[O:58])[CH:44]=[C:45]([C:2]2[C:10]3[C:9]([NH:11][C@H:12]([C:14]4[N:19]([C:20]5[CH:25]=[CH:24][CH:23]=[CH:22][CH:21]=5)[C:18](=[O:26])[C:17]5=[C:27]([CH3:30])[CH:28]=[CH:29][N:16]5[N:15]=4)[CH3:13])=[N:8][CH:7]=[N:6][C:5]=3[N:4]([CH2:31][O:32][CH2:33][CH2:34][Si:35]([CH3:38])([CH3:37])[CH3:36])[CH:3]=2)[CH:46]=1 |f:2.3.4,5.6.7|. Procedure: (S)-2-(1-((5-Bromo-7-((2-(trimethylsilyl)ethoxy)methyl)-7H-pyrrolo[2,3-d]pyrimidin-4-yl)amino)ethyl)-5-methyl-3-phenylpyrrolo[2,1-f][1,2,4]triazin-4(3H)-one (100 mg, 0.17 mmol) was treated with N-(3-(dimethylamino)-5-(4,4,5,5-tetramethyl-1,3,2-dioxaborolan-2-yl)phenyl)methanesulfonamide (145 mg, 0.43 mmol), bis(diphenylphosphino)ferrocene-palladium(II)dichloride dichloromethane complex (42 mg, 0.05 mmol) and sodium carbonate (45 mg, 0.42 mmol) in DME (1.6 ml) and water (0.4 ml). The reaction mix...